This data is from the Open Reaction Database (ORD), a public repository of structured organic reaction records. The task is: describe an organic reaction: reactants, conditions, products, and yield The reactants are CO, COC(=O)CCCC=CC1CC(NS(=O)(=O)c2ccc(Cl)cc2)CN1Cc1cccnc1, Cl, [Na+], [OH-]. Product: O=C(O)CCCC=CC1CC(NS(=O)(=O)c2ccc(Cl)cc2)CN1Cc1cccnc1. Reaction SMILES: [CH3:36][OH:37].[Cl:1][c:2]1[cH:3][cH:4][c:5]([S:8](=[O:9])(=[O:10])[NH:11][CH:12]2[CH2:13][CH:14]([CH:24]=[CH:25][CH2:26][CH2:27][CH2:28][C:29](=[O:30])[O:31][CH3:32])[N:15]([CH2:17][c:18]3[cH:19][n:20][cH:21][cH:22][cH:23]3)[CH2:16]2)[cH:6][cH:7]1.[ClH:35].[Na+:34].[OH-:33]>>[Cl:1][c:2]1[cH:3][cH:4][c:5]([S:8](=[O:9])(=[O:10])[NH:11][CH:12]2[CH2:13][CH:14]([CH:24]=[CH:25][CH2:26][CH2:27][CH2:28][C:29](=[O:30])[OH:31])[N:15]([CH2:17][c:18]3[cH:19][n:20][cH:21][cH:22][cH:23]3)[CH2:16]2)[cH:6][cH:7]1. Reactants: C=CC(C)(C)C(=O)CC(=O)OCC, ClC(Cl)Cl, [Cl-]. Product: C=CC(C)(C)C(=O)C(Cl)C(=O)OCC. RXN SMILES: [CH2:2]([CH3:3])[O:4][C:5]([CH2:6][C:7]([C:8]([CH:9]=[CH2:10])([CH3:11])[CH3:12])=[O:13])=[O:14].[CH:15]([Cl:16])([Cl:17])[Cl:18].[Cl-:1]>>[Cl:1][CH:6]([C:5]([O:4][CH2:2][CH3:3])=[O:14])[C:7]([C:8]([CH:9]=[CH2:10])([CH3:11])[CH3:12])=[O:13]. The reactants are N (ammonia), CCN=C=NCCCN(C)C.Cl (WSCI•HCl), C=1C=CC2=C(C1)N=NN2O.O (HOBt•H2O), FC=1C=C(C(=O)O)C=CC1OC1=CC(=CC(=C1)C=1NC(=CC1)C=1SC=CN1)O[C@H](COC)C (3-Fluoro-4-{3-[(1S)-2-methoxy-1-methylethoxy]-5-[5-(1,3-thiazol-2-yl)-1H-pyrrol-2-yl]phenoxy}benzoic acid). The solvent is ClCCl (dichloromethane), O (water). Reaction conditions: time 7 hour. The product is FC=1C=C(C(=O)N)C=CC1OC1=CC(=CC(=C1)C=1NC(=CC1)C=1SC=CN1)O[C@H](COC)C (3-Fluoro-4-{3-[(1S)-2-methoxy-1-methylethoxy]-5-[5-(1,3-thiazol-2-yl)-1H-pyrrol-2-yl]phenoxy}benzamide). Isolated yield 23.7%. RXN SMILES: [F:1][C:2]1[CH:3]=[C:4]([CH:8]=[CH:9][C:10]=1[O:11][C:12]1[CH:17]=[C:16]([C:18]2[NH:19][C:20]([C:23]3[S:24][CH:25]=[CH:26][N:27]=3)=[CH:21][CH:22]=2)[CH:15]=[C:14]([O:28][C@@H:29]([CH3:33])[CH2:30][O:31][CH3:32])[CH:13]=1)[C:5]([OH:7])=O.N.CC[N:37]=C=NCCCN(C)C.Cl.C1C=CC2N(O)N=NC=2C=1.O>ClCCl.O>[F:1][C:2]1[CH:3]=[C:4]([CH:8]=[CH:9][C:10]=1[O:11][C:12]1[CH:17]=[C:16]([C:18]2[NH:19][C:20]([C:23]3[S:24][CH:25]=[CH:26][N:27]=3)=[CH:21][CH:22]=2)[CH:15]=[C:14]([O:28][C@@H:29]([CH3:33])[CH2:30][O:31][CH3:32])[CH:13]=1)[C:5]([NH2:37])=[O:7] |f:2.3,4.5|. Reported procedure: 3-Fluoro-4-{3-[(1S)-2-methoxy-1-methylethoxy]-5-[5-(1,3-thiazol-2-yl)-1H-pyrrol-2-yl]phenoxyl}benzoic acid (40.0 mg, 0.163 mmol) synthesized in Example (44a) was dissolved in dichloromethane (5 mL), and 28% aqueous ammonia solution (0.50 mL), WSCI•HCl (19.6 mg, 0.102 mmol) and HOBt•H2O (13.1 mg, 0.086 mmol) were added, followed by stirring at room temperature for 7 hours under nitrogen atmosphere. To the reaction solution, water (10 mL) was added, and extraction was carried out with ethyl acetat... The reactants are N(=[N+]=[N-])CC=1CS[C@H]2N(C1C(=O)O)C(C2NC(\C(=N/OC)\C=2N=C(SC2)N)=O)=O (3-azidomethyl-7-[2-(2-aminothiazol-4-yl)-2-((Z)-methoxyimino)acetamido]ceph-3-em-4-carboxylic acid). The reagents and catalysts are [Ni] (Raney nickel). Solvent: CO (MeOH), CO (MeOH), CO.C(=O)(C(F)(F)F)O (MeOH TFA). Product: NCC=1CS[C@H]2N(C1C(=O)O)C(C2NC(\C(=N/OC)\C=2N=C(SC2)N)=O)=O (3-aminomethyl-7-[2-(2-aminothiazol-4-yl)-2-((Z)-methoxyimino)acetamido]ceph-3-em-4-carboxylic acid). The yield is 45.0%. Reaction SMILES: [N:1]([CH2:4][C:5]1[CH2:6][S:7][C@@H:8]2[CH:15]([NH:16][C:17](=[O:28])/[C:18](/[C:22]3[N:23]=[C:24]([NH2:27])[S:25][CH:26]=3)=[N:19]\[O:20][CH3:21])[C:14](=[O:29])[N:9]2[C:10]=1[C:11]([OH:13])=[O:12])=[N+]=[N-]>[Ni].CO.CO.C(O)(C(F)(F)F)=O>[NH2:1][CH2:4][C:5]1[CH2:6][S:7][C@@H:8]2[CH:15]([NH:16][C:17](=[O:28])/[C:18](/[C:22]3[N:23]=[C:24]([NH2:27])[S:25][CH:26]=3)=[N:19]\[O:20][CH3:21])[C:14](=[O:29])[N:9]2[C:10]=1[C:11]([OH:13])=[O:12] |f:3.4|. Reported procedure: To a stirred suspension of Raney nickel (16 g.) in MeOH (13 ml.) at 0° was added a solution of 3-azidomethyl-7-[2-(2-aminothiazol-4-yl)-2-((Z)-methoxyimino)acetamido]ceph-3-em-4-carboxylic acid (2.96 g.) in MeOH/TFA (14 ml., 1.13 ml.). After effervescence ceased the mixture was diluted with MeOH and filtered through paper. The filtrate was evaporated, the residue purified by HPLC using water/HOAc/MeOH 79:1:20 v/v/v as eluant and the product dried over P2O5 to give 3-aminomethyl-7-[2-(2-aminothia...